Dataset: the Open Reaction Database (ORD), a public repository of structured organic reaction records. Task: describe an organic reaction: reactants, conditions, products, and yield The reactants are CO, CCOC(=O)c1cc(C(=O)OCC)c2c(Cl)cc(Cl)cc2n1, Cl, [Na+], [OH-]. The product is CCOC(=O)c1cc(C(=O)O)nc2cc(Cl)cc(Cl)c12. As a reaction SMILES: [CH3:26][OH:27].[Cl:1][c:2]1[c:3]2[c:4]([C:18](=[O:19])[O:20][CH2:21][CH3:22])[cH:5][c:6]([C:13](=[O:14])[O:15][CH2:16][CH3:17])[n:7][c:8]2[cH:9][c:10]([Cl:12])[cH:11]1.[ClH:25].[Na+:24].[OH-:23]>>[Cl:1][c:2]1[c:3]2[c:4]([C:18](=[O:19])[O:20][CH2:21][CH3:22])[cH:5][c:6]([C:13](=[O:14])[OH:15])[n:7][c:8]2[cH:9][c:10]([Cl:12])[cH:11]1. Reactants: C1(CC1)C=1C=CC(=NC1OCC1CC1)C(=O)O (5-cyclopropyl-6-cyclopropylmethoxy-pyridine-2-carboxylic acid), NC1(CCOCC1)C(=O)N (4-aminotetrahydro-2H-pyran-4-carboxamide). Yields the product C(N)(=O)C1(CCOCC1)NC(=O)C1=NC(=C(C=C1)C1CC1)OCC1CC1 (5-Cyclopropyl-6-cyclopropylmethoxy-pyridine-2-carboxylic acid (4-carbamoyl-tetrahydro-pyran-4-yl)-amide). Reaction SMILES: [CH:1]1([C:4]2[CH:5]=[CH:6][C:7]([C:15]([OH:17])=O)=[N:8][C:9]=2[O:10][CH2:11][CH:12]2[CH2:14][CH2:13]2)[CH2:3][CH2:2]1.[NH2:18][C:19]1([C:25]([NH2:27])=[O:26])[CH2:24][CH2:23][O:22][CH2:21][CH2:20]1>>[C:25]([C:19]1([NH:18][C:15]([C:7]2[CH:6]=[CH:5][C:4]([CH:1]3[CH2:2][CH2:3]3)=[C:9]([O:10][CH2:11][CH:12]3[CH2:13][CH2:14]3)[N:8]=2)=[O:17])[CH2:24][CH2:23][O:22][CH2:21][CH2:20]1)(=[O:26])[NH2:27]. Reported procedure: The title compound was synthesized in analogy to Example 1, using 5-cyclopropyl-6-cyclopropylmethoxy-pyridine-2-carboxylic acid (Example 42 a) and 4-aminotetrahydro-2H-pyran-4-carboxamide (CAN 1183378-09-7) as starting materials, MS (EI): m/e=360.1 [M+H]+.